This data is from the Open Reaction Database (ORD), a public repository of structured organic reaction records. The task is: describe an organic reaction: reactants, conditions, products, and yield The product is O=C(O)c1ccc(CN(C2CC(C(F)(F)F)CCNC2=O)S(=O)(=O)c2ccc(Cl)cc2)c(F)c1. RXN SMILES: [CH2:38]1[O:39][CH2:40][CH2:41][CH2:42]1.[CH3:1][O:2][C:3]([c:4]1[cH:5][c:6]([F:34])[c:7]([CH2:10][N:11]([CH:12]2[C:13](=[O:23])[NH:14][CH2:15][CH2:16][CH:17]([C:19]([F:20])([F:21])[F:22])[CH2:18]2)[S:24](=[O:25])(=[O:26])[c:27]2[cH:28][cH:29][c:30]([Cl:33])[cH:31][cH:32]2)[cH:8][cH:9]1)=[O:35].[Na+:37].[OH-:36]>>[O:2]=[C:3]([c:4]1[cH:5][c:6]([F:34])[c:7]([CH2:10][N:11]([CH:12]2[C:13](=[O:23])[NH:14][CH2:15][CH2:16][CH:17]([C:19]([F:20])([F:21])[F:22])[CH2:18]2)[S:24](=[O:25])(=[O:26])[c:27]2[cH:28][cH:29][c:30]([Cl:33])[cH:31][cH:32]2)[cH:8][cH:9]1)[OH:35]. Reactants: C1CCOC1, COC(=O)c1ccc(CN(C2CC(C(F)(F)F)CCNC2=O)S(=O)(=O)c2ccc(Cl)cc2)c(F)c1, [Na+], [OH-]. The product is CC1=C(N)C=C(C(=C1)C1CCC2(OCCO2)CC1)C (2,5-dimethyl-4-(1,4-dioxaspiro[4.5]decan-8-yl)aniline). RXN SMILES: [CH3:1][C:2]1[CH:7]=[C:6]([N+:8]([O-])=O)[C:5]([CH3:11])=[CH:4][C:3]=1[C:12]1[CH2:21][CH2:20][C:15]2([O:19][CH2:18][CH2:17][O:16]2)[CH2:14][CH:13]=1>CCO.[Pd]>[CH3:11][C:5]1[CH:4]=[C:3]([CH:12]2[CH2:21][CH2:20][C:15]3([O:19][CH2:18][CH2:17][O:16]3)[CH2:14][CH2:13]2)[C:2]([CH3:1])=[CH:7][C:6]=1[NH2:8]. Procedure details: A mixture of 8-(2,5-Dimethyl-4-nitrophenyl)-1,4-dioxaspiro[4.5]dec-7-ene (105 mg, 0.36 mmol) and Pd/C (10 mg) in EtOH was degassed and stirred under 1 atm. H2 at room temperature for 14 h. Pd/C was removed by filtration and filtrate was concentrated to provide 2,5-dimethyl-4-(1,4-dioxaspiro[4.5]decan-8-yl)aniline, which was used in the next step without further purification; ESMS m/z 262.2 (M+H+). Reactants: CC1=C(C=C(C(=C1)[N+](=O)[O-])C)C1=CCC2(OCCO2)CC1 (8-(2,5-Dimethyl-4-nitrophenyl)-1,4-dioxaspiro[4.5]dec-7-ene). Reagents/catalysts: [Pd] (Pd/C). The solvent is CCO (EtOH). Conditions: time 14 hour. Starting materials: ClC1=CC=C(C=C1)O (4-chloro-phenol), ClC1=NC(=CC2=CC(=CC=C12)OC)NC1=NNC(=C1)C ((1-chloro-6-methoxy-isoquinolin-3-yl)-(5-methyl-1H-pyrazol-3-yl)-amine). Yields the product ClC1=CC=C(OC2=NC(=CC3=CC(=CC=C23)OC)NC2=NNC(=C2)C)C=C1 ([1-(4-Chloro-phenoxy)-6-methoxy-isoquinolin-3-yl]-(5-methyl-1H-pyrazol-3-yl)-amine). RXN SMILES: [Cl:1][C:2]1[CH:7]=[CH:6][C:5]([OH:8])=[CH:4][CH:3]=1.Cl[C:10]1[C:19]2[C:14](=[CH:15][C:16]([O:20][CH3:21])=[CH:17][CH:18]=2)[CH:13]=[C:12]([NH:22][C:23]2[CH:27]=[C:26]([CH3:28])[NH:25][N:24]=2)[N:11]=1>>[Cl:1][C:2]1[CH:7]=[CH:6][C:5]([O:8][C:10]2[C:19]3[C:14](=[CH:15][C:16]([O:20][CH3:21])=[CH:17][CH:18]=3)[CH:13]=[C:12]([NH:22][C:23]3[CH:27]=[C:26]([CH3:28])[NH:25][N:24]=3)[N:11]=2)=[CH:4][CH:3]=1. Reported procedure: Similar procedure as described in example 10 was used, starting from 4-chloro-phenol and (1-chloro-6-methoxy-isoquinolin-3-yl)-(5-methyl-1H-pyrazol-3-yl)-amine to give [1-(4-Chloro-phenoxy)-6-methoxy-isoquinolin-3-yl]-(5-methyl-1H-pyrazol-3-yl)-amine. LC-MS m/e 382(MH+).